Task: describe an organic reaction: reactants, conditions, products, and yield. Dataset: the Open Reaction Database (ORD), a public repository of structured organic reaction records The reactants are O=C([O-])[O-], Cn1cc(-c2cnc3c(c2)c(-c2cn(Cc4ccccc4)nn2)cn3C(=O)OC(C)(C)C)cn1, CO, [K+], [K+]. The product is Cn1cc(-c2cnc3[nH]cc(-c4cn(Cc5ccccc5)nn4)c3c2)cn1. RXN SMILES: [C:1](=[O:2])([O-:3])[O-:4].[CH2:7]([c:8]1[cH:9][cH:10][cH:11][cH:12][cH:13]1)[n:14]1[n:15][n:16][c:17](-[c:19]2[cH:20][n:21]([C:34]([O:35][C:36]([CH3:37])([CH3:38])[CH3:39])=[O:40])[c:22]3[n:23][cH:24][c:25](-[c:28]4[cH:29][n:30][n:31]([CH3:33])[cH:32]4)[cH:26][c:27]23)[cH:18]1.[CH3:41][OH:42].[K+:5].[K+:6]>>[CH2:7]([c:8]1[cH:9][cH:10][cH:11][cH:12][cH:13]1)[n:14]1[n:15][n:16][c:17](-[c:19]2[cH:20][nH:21][c:22]3[n:23][cH:24][c:25](-[c:28]4[cH:29][n:30][n:31]([CH3:33])[cH:32]4)[cH:26][c:27]23)[cH:18]1. Starting materials: O=C([O-])[O-], NCc1ccccc1, COCCOCCOC, CCOCC, ClCC1CCC(CCl)N1c1ccc(Cl)cc1, [K+], [K+]. Yields the product Clc1ccc(N2C3CCC2CN(Cc2ccccc2)C3)cc1. RXN SMILES: [C:17](=[O:18])([O-:19])[O-:20].[CH2:23]([c:24]1[cH:25][cH:26][cH:27][cH:28][cH:29]1)[NH2:30].[CH3:31][O:32][CH2:33][CH2:34][O:35][CH2:36][CH2:37][O:38][CH3:39].[CH3:40][CH2:41][O:42][CH2:43][CH3:44].[Cl:1][CH2:2][CH:3]1[N:4]([c:10]2[cH:11][cH:12][c:13]([Cl:16])[cH:14][cH:15]2)[CH:5]([CH2:8][Cl:9])[CH2:6][CH2:7]1.[K+:21].[K+:22]>>[CH2:2]1[CH:3]2[N:4]([c:10]3[cH:11][cH:12][c:13]([Cl:16])[cH:14][cH:15]3)[CH:5]([CH2:6][CH2:7]2)[CH2:8][N:30]1[CH2:23][c:24]1[cH:25][cH:26][cH:27][cH:28][cH:29]1. Reactants: [OH-].[Na+] (NaOH), NC=1SC=C(N1)/C(/C(=O)NC1[C@@H]2N(C(=C(CS2)\C=C/C)C(=O)OC(C)OC(=O)OCC)C1=O)=N/OC(C1=CC=CC=C1)(C1=CC=CC=C1)C1=CC=CC=C1 (1-Ethoxycarbonyloxyethyl 7-[(Z)-2-(2-Aminothiazol-4-yl)-2-trityloxyiminoacetamido]-3-[(Z)-1-propenyl]-3-cephem-4carboxylate). The solvent is C(=O)O (formic acid), EtOAc ice water. Reaction conditions: time 1 hour. Yields the product NC=1SC=C(N1)/C(/C(=O)NC1[C@@H]2N(C(=C(CS2)\C=C/C)C(=O)OC(C)OC(=O)OCC)C1=O)=N/O (1-Ethoxycarbonyloxyethyl 7-[(Z)-2-(2-Aminothiazol-4-yl)-2-hydroxyiminoacetamido]-3-[(Z)-1-propenyl]-3-cephem-4-carboxylate). Isolated yield 67.1%. Reaction SMILES: [NH2:1][C:2]1[S:3][CH:4]=[C:5](/[C:7](=[N:34]/[O:35]C(C2C=CC=CC=2)(C2C=CC=CC=2)C2C=CC=CC=2)/[C:8]([NH:10][CH:11]2[C:32](=[O:33])[N:13]3[C:14]([C:21]([O:23][CH:24]([O:26][C:27]([O:29][CH2:30][CH3:31])=[O:28])[CH3:25])=[O:22])=[C:15](/[CH:18]=[CH:19]\[CH3:20])[CH2:16][S:17][C@H:12]23)=[O:9])[N:6]=1.[OH-].[Na+]>C(O)=O>[NH2:1][C:2]1[S:3][CH:4]=[C:5](/[C:7](=[N:34]/[OH:35])/[C:8]([NH:10][CH:11]2[C:32](=[O:33])[N:13]3[C:14]([C:21]([O:23][CH:24]([O:26][C:27]([O:29][CH2:30][CH3:31])=[O:28])[CH3:25])=[O:22])=[C:15](/[CH:18]=[CH:19]\[CH3:20])[CH2:16][S:17][C@H:12]23)=[O:9])[N:6]=1 |f:1.2|. Procedure: A mixture of the product of Procedure 15 (1.55 g, 2.02 mmol) and 90% formic acid (3 ml) was stirred for 1 hr at room temperature and diluted with EtOAc-ice-water. The mixture was adjusted to pH 3.5 with 30% NaOH below 10° C. The organic layer was separated, washed with water, dried and concentrated under reduced pressure. The residue was chromatographed on a column of silica gel. The column was eluted with n-hexane-EtOAc and the fraction containing the desired product was evaporated to give 712 ... Reactants: ClCC(C)=O (chloroacetone), ClC(C(=O)C)Cl (1,1-dichloroacetone), O=C(C)C=C(C)C (mesityl oxide), C1(=CC=CC=C1)O (Phenol), ClCC(C)=O (chloroacetone), S(O)(O)(=O)=O (sulfuric acid), ClCC(C)=O (chloroacetone). Solvent: CC(=O)C (acetone), C(Cl)Cl (methylene chloride), O (water), O (water), O (water). Reaction conditions: temperature -10 celsius, time 16 hour. Product: OC1=CC=C(C=C1)C(=CC1=CC=C(C=C1)O)C (4,4'-Dihydroxy-alphamethylstilbene). As a reaction SMILES: [C:1]1([OH:7])[CH:6]=[CH:5][CH:4]=[CH:3][CH:2]=1.Cl[CH2:9][C:10](=[O:12])[CH3:11].ClC(Cl)C(C)=O.O=[C:20]([CH:22]=[C:23]([CH3:25])[CH3:24])[CH3:21].S(=O)(=O)(O)O>O.CC(C)=O.C(Cl)Cl>[OH:7][C:1]1[CH:6]=[CH:5][C:4]([C:20]([CH3:21])=[CH:22][C:23]2[CH:25]=[CH:11][C:10]([OH:12])=[CH:9][CH:24]=2)=[CH:3][CH:2]=1. Procedure: Phenol (752.8 grams, 8.0 moles), chloroacetone (384.77 grams, 4.0 moles as chloroacetone) and methylene chloride (600 grams) are added to a reactor and cooled to -10° C. with stirring under a nitrogen atmosphere. The chloroacetone used is a commercial grade containing 96.25% chloroacetone, 0.05% acetone, 3.05% 1,1-dichloroacetone and 0.60% mesityl oxide. Concentrated sulfuric acid (392.32 grams, 4.0 moles) is added dropwise to the stirred solution over a forty minute period and so as to maintain...